This data is from the Open Reaction Database (ORD), a public repository of structured organic reaction records. The task is: describe an organic reaction: reactants, conditions, products, and yield Starting materials: ClC1=CC(=NC2=CC=C(C=C12)C)N1CCS(C2=C(C1)C=CC=C2)(=O)=O (4-(4-chloro-6-methylquinolin-2-yl)-2,3,4,5-tetrahydro-1,4-benzothiazepine 1,1-dioxide), NCC(C)O (1-aminopropan-2-ol). The product is O=S1(CCN(CC2=C1C=CC=C2)C2=NC1=CC=C(C=C1C(=C2)NCC(C)O)C)=O (1-{[2-(1,1-Dioxido-2,3-dihydro-1,4-benzothiazepin-4(5H)-yl)-6-methylquinolin-4-yl]amino}propan-2-ol). Reaction SMILES: Cl[C:2]1[C:11]2[C:6](=[CH:7][CH:8]=[C:9]([CH3:12])[CH:10]=2)[N:5]=[C:4]([N:13]2[CH2:19][C:18]3[CH:20]=[CH:21][CH:22]=[CH:23][C:17]=3[S:16](=[O:25])(=[O:24])[CH2:15][CH2:14]2)[CH:3]=1.[NH2:26][CH2:27][CH:28]([OH:30])[CH3:29]>>[O:24]=[S:16]1(=[O:25])[C:17]2[CH:23]=[CH:22][CH:21]=[CH:20][C:18]=2[CH2:19][N:13]([C:4]2[CH:3]=[C:2]([NH:26][CH2:27][CH:28]([OH:30])[CH3:29])[C:11]3[C:6](=[CH:7][CH:8]=[C:9]([CH3:12])[CH:10]=3)[N:5]=2)[CH2:14][CH2:15]1. Reported procedure: The title compound was prepared in analogy to Example 5-1 in Scheme 5 by using 4-(4-chloro-6-methylquinolin-2-yl)-2,3,4,5-tetrahydro-1,4-benzothiazepine 1,1-dioxide (prepared in analogy to the one in Example 1-1) and 1-aminopropan-2-ol. MS obsd. (ESI+) [(M+H)+] 412, 1H NMR (400 MHz, CD3OD) δ ppm 7.99 (dd, J=7.71, 1.14 Hz, 1 H), 7.84 (d, J=7.07 Hz, 1 H), 7.71 (s, 1 H), 7.64 (td, J=7.58, 1.26 Hz, 1 H), 7.55 (d, J=8.59 Hz, 1 H), 7.50-7.41 (m, 1 H), 7.37 (dd, J=8.59, 1.52 Hz, 1 H), 6.03 (s, 1 H), 5.... Reactants: C1CCOC1, COC(=O)C(CNC(=O)c1cccs1)NC(=O)c1sc(C(=O)NCc2cccc(O)c2)cc1C(F)(F)F, Cl, [Li+], [OH-], O, O. Product: O=C(NCC(NC(=O)c1sc(C(=O)NCc2cccc(O)c2)cc1C(F)(F)F)C(=O)O)c1cccs1. As a reaction SMILES: [CH2:42]1[O:43][CH2:44][CH2:45][CH2:46]1.[CH3:1][O:2][C:3]([CH:4]([CH2:5][NH:6][C:7](=[O:8])[c:9]1[s:10][cH:11][cH:12][cH:13]1)[NH:14][C:15](=[O:16])[c:17]1[s:18][c:19]([C:26]([NH:27][CH2:28][c:29]2[cH:30][c:31]([OH:35])[cH:32][cH:33][cH:34]2)=[O:36])[cH:20][c:21]1[C:22]([F:23])([F:24])[F:25])=[O:37].[ClH:41].[Li+:40].[OH-:39].[OH2:38].[OH2:47]>>[O:2]=[C:3]([CH:4]([CH2:5][NH:6][C:7](=[O:8])[c:9]1[s:10][cH:11][cH:12][cH:13]1)[NH:14][C:15](=[O:16])[c:17]1[s:18][c:19]([C:26]([NH:27][CH2:28][c:29]2[cH:30][c:31]([OH:35])[cH:32][cH:33][cH:34]2)=[O:36])[cH:20][c:21]1[C:22]([F:23])([F:24])[F:25])[OH:37]. Starting materials: N1=CC=C(C=C1)NC1=CC=C(C(=O)O)C=C1 (4-(4-pyridinylamino)benzoic acid), N1CCCCC1 (piperidine). Yields the product N1=CC=C(C=C1)NC1=CC=C(C(=O)N2CCCCC2)C=C1 (1-[4-(4-Pyridinylamino)benzoyl]piperidine). The yield is 49.5%. Reaction SMILES: [N:1]1[CH:6]=[CH:5][C:4]([NH:7][C:8]2[CH:16]=[CH:15][C:11]([C:12]([OH:14])=O)=[CH:10][CH:9]=2)=[CH:3][CH:2]=1.[NH:17]1[CH2:22][CH2:21][CH2:20][CH2:19][CH2:18]1>>[N:1]1[CH:2]=[CH:3][C:4]([NH:7][C:8]2[CH:9]=[CH:10][C:11]([C:12]([N:17]3[CH2:22][CH2:21][CH2:20][CH2:19][CH2:18]3)=[O:14])=[CH:15][CH:16]=2)=[CH:5][CH:6]=1. Reported procedure: 1-[4-(4-Pyridinylamino)benzoyl]piperidine was prepared from 4-(4-pyridinylamino)benzoic acid and piperidine according to a procedure analogous to that of Example 48(b), and was obtained in 49.5% yield in the form of a buff powder, m.p. 170°-172° C. when recrystallized from acetonitrile.